describe an organic reaction: reactants, conditions, products, and yield From a dataset of the Open Reaction Database (ORD), a public repository of structured organic reaction records. The reactants are C(#N)C=1C=C(OC=2C=C(C[C@H](N)C(=O)O)C(=CC2)[N+](=O)[O-])C=CC1 (3-(3-Cyanophenoxy)-6-nitro-L-phenylalanine), Cl (HCl). The solvent is O1CCOCC1 (dioxane), CCOCC (Et2O). Run at time 1.5 hour. The product is Cl.N[C@@H]1C(N(C2=CC=C(C=C2C1)OC=1C=C(C#N)C=CC1)O)=O (3-{[(3S)-3-amino-1-hydroxy-2-oxo-1,2,3,4-tetrahydroquinolin-6-yl]oxy}benzonitrile, hydrochloride salt). Yield: 97.0%. Reaction SMILES: [C:1]([C:3]1[CH:4]=[C:5]([CH:22]=[CH:23][CH:24]=1)[O:6][C:7]1[CH:8]=[C:9]([C:16]([N+:19]([O-])=[O:20])=[CH:17][CH:18]=1)[CH2:10][C@@H:11]([C:13](O)=[O:14])[NH2:12])#[N:2].[ClH:25]>O1CCOCC1.CCOCC>[ClH:25].[NH2:12][C@H:11]1[CH2:10][C:9]2[C:16](=[CH:17][CH:18]=[C:7]([O:6][C:5]3[CH:4]=[C:3]([CH:24]=[CH:23][CH:22]=3)[C:1]#[N:2])[CH:8]=2)[N:19]([OH:20])[C:13]1=[O:14] |f:4.5|. Procedure: 3-(3-Cyanophenoxy)-6-nitro-L-phenylalanine (87) N-(tert-Butoxycarbonyl)-3-(3-cyanophenoxy)-6-nitro-L-phenylalanine (86) (1.6 g, 3.8 mmol) was dissolved in a solution of HCl in dioxane (4 N, 70 mL). After 1.5 h, the reaction mixture was diluted with Et2O (200 mL) and filtered. The solid was washed with Et2O and dried at 50° C. under vacuum to afford the title compound as a white solid (1.3 g, 97%). LCMS m/z 328.1 (M+1). 1H NMR (400 MHz, CD3OD) δ 3.41 (dd, J=13.8, 7.5 Hz, 1H), 3.66 (dd, J=13.8, 7....